From a dataset of the Open Reaction Database (ORD), a public repository of structured organic reaction records. describe an organic reaction: reactants, conditions, products, and yield Reactants: [Si](C)(C)(C(C)(C)C)O[C@H]1C[C@@H](O[C@@H]1CO[Si](C)(C)C(C)(C)C)N1C=CC2=C1N=CN=C2NC(C2=CC=CC=C2)=O (N-{7-[(2R,4S,5R)-4-{[tert-butyl(dimethyl)silyl]oxy}-5-({[tert-butyl(dimethyl)silyl]oxy}methyl)tetrahydrofuran-2-yl]-7H-pyrrolo[2,3-d]pyrimidin-4-yl}benzamide). Reagents/catalysts: hydrofluoridic acid. The solvent is C1CCOC1.N1=CC=CC=C1 (THF pyridine), N1=CC=CC=C1 (pyridine). Run at time 30 hour. Product: [Si](C)(C)(C(C)(C)C)O[C@H]1C[C@@H](O[C@@H]1CO)N1C=CC2=C1N=CN=C2NC(C2=CC=CC=C2)=O (N-{7-[(2R,4S,5R)-4-{[tert-butyl(dimethyl)silyl]oxy}-5-(hydroxymethyl)tetrahydrofuran-2-yl]-7H-pyrrolo[2,3-d]pyrimidin-4-yl}benzamide). Yield: 31.0%. As a reaction SMILES: [Si:1]([O:8][C@@H:9]1[C@@H:13]([CH2:14][O:15][Si](C(C)(C)C)(C)C)[O:12][C@@H:11]([N:23]2[C:27]3[N:28]=[CH:29][N:30]=[C:31]([NH:32][C:33](=[O:40])[C:34]4[CH:39]=[CH:38][CH:37]=[CH:36][CH:35]=4)[C:26]=3[CH:25]=[CH:24]2)[CH2:10]1)([C:4]([CH3:7])([CH3:6])[CH3:5])([CH3:3])[CH3:2]>C1COCC1.N1C=CC=CC=1.N1C=CC=CC=1>[Si:1]([O:8][C@@H:9]1[C@@H:13]([CH2:14][OH:15])[O:12][C@@H:11]([N:23]2[C:27]3[N:28]=[CH:29][N:30]=[C:31]([NH:32][C:33](=[O:40])[C:34]4[CH:35]=[CH:36][CH:37]=[CH:38][CH:39]=4)[C:26]=3[CH:25]=[CH:24]2)[CH2:10]1)([C:4]([CH3:5])([CH3:6])[CH3:7])([CH3:2])[CH3:3] |f:1.2|. Procedure details: To a solution of N-{7-[(2R,4S,5R)-4-{[tert-butyl(dimethyl)silyl]oxy}-5-({[tert-butyl(dimethyl)silyl]oxy}methyl)tetrahydrofuran-2-yl]-7H-pyrrolo[2,3-d]pyrimidin-4-yl}benzamide (1.06 g, 1.82 mmol) in 18 mL THF/pyridine (1:1) was added approximately 20 drops of hydrofluoridic acid in pyridine. The mixture was stirred at r.t. for 30 h. The reaction was quenched by slowly adding to saturated aq NaHCO3 (100 mL) and the solution was extracted with EtOAc (3×50 mL). The combined organics were washed with... The reactants are C(C1=CC=CC=C1)OC1=CC=C2C(=C(C=NC2=C1)[N+](=O)[O-])NCCCCNC(OC(C)(C)C)=O (tert-butyl 4-{[7-(benzyloxy)-3-nitroquinolin-4-yl]amino}butylcarbamate). Reagents/catalysts: [Pt] (platinum on carbon). Run in C1(=CC=CC=C1)C (toluene), CC(C)O (2-propanol). Run at time 12.5 hour. Yields the product NC=1C=NC2=CC(=CC=C2C1NCCCCNC(OC(C)(C)C)=O)OCC1=CC=CC=C1 (tert-butyl 4-{[3-amino-7-(benzyloxy)quinolin-4-yl]amino}butylcarbamate). The yield is 99.8%. RXN SMILES: [CH2:1]([O:8][C:9]1[CH:18]=[C:17]2[C:12]([C:13]([NH:22][CH2:23][CH2:24][CH2:25][CH2:26][NH:27][C:28](=[O:34])[O:29][C:30]([CH3:33])([CH3:32])[CH3:31])=[C:14]([N+:19]([O-])=O)[CH:15]=[N:16]2)=[CH:11][CH:10]=1)[C:2]1[CH:7]=[CH:6][CH:5]=[CH:4][CH:3]=1>[Pt].C1(C)C=CC=CC=1.CC(O)C>[NH2:19][C:14]1[CH:15]=[N:16][C:17]2[C:12]([C:13]=1[NH:22][CH2:23][CH2:24][CH2:25][CH2:26][NH:27][C:28](=[O:34])[O:29][C:30]([CH3:33])([CH3:32])[CH3:31])=[CH:11][CH:10]=[C:9]([O:8][CH2:1][C:2]1[CH:3]=[CH:4][CH:5]=[CH:6][CH:7]=1)[CH:18]=2. Reported procedure: A mixture of tert-butyl 4-{[7-(benzyloxy)-3-nitroquinolin-4-yl]amino}butylcarbamate (30.0 g, 64.3 mmol) and 5% platinum on carbon (3.0 g) in toluene (675 mL) and 2-propanol (100 mL) was hydrogenated on a Parr apparatus for 12.5 hours at 24 psi (1.7×105 Pa). The mixture was filtered through CELFTE filter agent, which was rinsed afterwards with 1:1 toluene/2-propanol and 2-propanol. The combined filtrates were concentrated under reduced pressure to afford 28 g of tert-butyl 4-{[3-amino-7-(benzylox... Reactants: NCC(=O)N[C@@H](CC=1C(=NC=CC1)OC)C(=O)OCC (ethyl glycyl-3-(2-methoxy-3-pyridinyl)alaninate), C(C)(C)N(C(C)C)CC (N,N-diisopropylethylamine). Solvent: CO (MeOH). Reaction conditions: temperature 70 celsius, time 36 hour. Yields the product COC1=NC=CC=C1CC1C(NCC(N1)=O)=O (3-((2-methoxy-3-pyridinyl)methyl)-2,5-piperazinedione). The yield is 86.0%. As a reaction SMILES: [NH2:1][CH2:2][C:3]([NH:5][C@H:6]([C:16]([O:18]CC)=O)[CH2:7][C:8]1[C:9]([O:14][CH3:15])=[N:10][CH:11]=[CH:12][CH:13]=1)=[O:4].C(N(CC)C(C)C)(C)C>CO>[CH3:15][O:14][C:9]1[C:8]([CH2:7][CH:6]2[NH:5][C:3](=[O:4])[CH2:2][NH:1][C:16]2=[O:18])=[CH:13][CH:12]=[CH:11][N:10]=1. Procedure: To a 100-mL round-bottomed flask was added ethyl glycyl-3-(2-methoxy-3-pyridinyl)alaninate (1.018 g, 3.62 mmol) and N,N-diisopropylethylamine (0.63 mL, 3.62 mmol) in MeOH (20 mL). The reaction mixture was stirred at 70° C. for 36 h. The solvent was partially removed under a vacuum and the solid formed was filtered, washed with MeOH and dried to give 3-((2-methoxy-3-pyridinyl)methyl)-2,5-piperazinedione (0.732 g) as a white solid. Yields the product FC1=C(OC2=NC=C(C=C2C2=CN(C=3C(NC=CC32)=O)C)CS(=O)(=O)C)C=CC(=C1)F (3-{2-(2,4-difluorophenoxy)-5-[(methylsulfonyl)methyl]pyridin-3-yl}-1-methyl-1,6-dihydro-7H-pyrrolo[2,3-c]pyridin-7-one). Yield: 81.9%. Procedure: The product from Example 60F (0.097 g, 0.211 mmol) and 4 M hydrogen chloride in dioxane (5 mL, 20.00 mmol) were combined and heated at 70° C. for 18 hours, cooled and concentrated. The residue was partitioned between ethyl acetate and water adjusting the pH to 7. The organic layer was washed with saturated aqueous sodium chloride, dried (anhydrous Na2SO4), treated with 3-mercaptopropyl functionalized silica gel, filtered, and concentrated. Purification by trituration (1:1 dichloromethane/heptane... Reaction SMILES: [F:1][C:2]1[CH:31]=[C:30]([F:32])[CH:29]=[CH:28][C:3]=1[O:4][C:5]1[C:10]([C:11]2[C:19]3[C:14](=[C:15]([O:20]C)[N:16]=[CH:17][CH:18]=3)[N:13]([CH3:22])[CH:12]=2)=[CH:9][C:8]([CH2:23][S:24]([CH3:27])(=[O:26])=[O:25])=[CH:7][N:6]=1.Cl.O1CCOCC1>>[F:1][C:2]1[CH:31]=[C:30]([F:32])[CH:29]=[CH:28][C:3]=1[O:4][C:5]1[C:10]([C:11]2[C:19]3[CH:18]=[CH:17][NH:16][C:15](=[O:20])[C:14]=3[N:13]([CH3:22])[CH:12]=2)=[CH:9][C:8]([CH2:23][S:24]([CH3:27])(=[O:25])=[O:26])=[CH:7][N:6]=1. Reactants: FC1=C(OC2=NC=C(C=C2C2=CN(C3=C(N=CC=C32)OC)C)CS(=O)(=O)C)C=CC(=C1)F (3-(2-(2,4-difluorophenoxy)-5-(methylsulfonylmethyl)pyridin-3-yl)-7-methoxy-1-methyl-1H-pyrrolo[2,3-c]pyridine), Cl (hydrogen chloride), O1CCOCC1 (dioxane). Conditions: temperature 70 celsius. The reactants are CN1CCNCC1 (N-methyl piperazine), CC(C)(C)[Si](OC1=C(C2=C(C(=CC(O2)=O)OS(=O)(=O)C(F)(F)F)C=C1)C)(C1=CC=CC=C1)C1=CC=CC=C1 (7-[[(1,1-dimethylethyl)diphenylsilyl]oxy]-8-methyl-4-[[(trifluoromethyl)sulphony]oxy]-2H-1-benzopyran-2-one), C1CCOC1 (THF), aqueous solution, OP(=O)(O)[O-].[Na+] (sodium acid phosphate). The solvent is C(C)(=O)OCC (ethyl acetate). Yields the product CC(C)(C)[Si](OC1=C(C2=C(C(=CC(O2)=O)N2CCN(CC2)C)C=C1)C)(C1=CC=CC=C1)C1=CC=CC=C1 (7-[[(1,1-dimethylethyl)diphenylsilyl]oxy]-8-methyl-4-(4-methyl-1-piperazinyl)-2H-1-benzopyran-2-one). As a reaction SMILES: [CH3:1][N:2]1[CH2:7][CH2:6][NH:5][CH2:4][CH2:3]1.[CH3:8][C:9]([Si:12]([C:40]1[CH:45]=[CH:44][CH:43]=[CH:42][CH:41]=1)([C:34]1[CH:39]=[CH:38][CH:37]=[CH:36][CH:35]=1)[O:13][C:14]1[CH:32]=[CH:31][C:17]2[C:18](OS(C(F)(F)F)(=O)=O)=[CH:19][C:20](=[O:22])[O:21][C:16]=2[C:15]=1[CH3:33])([CH3:11])[CH3:10].C1COCC1.OP([O-])(O)=O.[Na+]>C(OCC)(=O)C>[CH3:10][C:9]([Si:12]([C:34]1[CH:39]=[CH:38][CH:37]=[CH:36][CH:35]=1)([C:40]1[CH:45]=[CH:44][CH:43]=[CH:42][CH:41]=1)[O:13][C:14]1[CH:32]=[CH:31][C:17]2[C:18]([N:5]3[CH2:6][CH2:7][N:2]([CH3:1])[CH2:3][CH2:4]3)=[CH:19][C:20](=[O:22])[O:21][C:16]=2[C:15]=1[CH3:33])([CH3:8])[CH3:11] |f:3.4|. Procedure details: 1.25 ml of N-methyl piperazine is added to a solution containing 2.53 g of 7-[[(1,1-dimethylethyl)diphenylsilyl]oxy]-8-methyl-4-[[(trifluoromethyl)sulphony]oxy]-2H-1-benzopyran-2-one and 22 ml of THF. The reaction medium is maintained under agitation for 1 hour, poured into a 1M aqueous solution of sodium acid phosphate, and extraction is carried out with ethyl acetate. The organic phases are combined, washed, dried and concentrated under reduced pressure. Chromatography is carried out on silica...